This data is from the Open Reaction Database (ORD), a public repository of structured organic reaction records. The task is: describe an organic reaction: reactants, conditions, products, and yield Starting materials: B, O=C(Cc1cccnc1CO)NCc1ccccc1, C1CCOC1. The product is OCc1ncccc1CCNCc1ccccc1. RXN SMILES: [BH3:20].[CH2:1]([c:2]1[cH:3][cH:4][cH:5][cH:6][cH:7]1)[NH:8][C:9]([CH2:10][c:11]1[c:12]([CH2:17][OH:18])[n:13][cH:14][cH:15][cH:16]1)=[O:19].[CH2:21]1[O:22][CH2:23][CH2:24][CH2:25]1>>[CH2:1]([c:2]1[cH:3][cH:4][cH:5][cH:6][cH:7]1)[NH:8][CH2:9][CH2:10][c:11]1[c:12]([CH2:17][OH:18])[n:13][cH:14][cH:15][cH:16]1. Reactants: Cc1ccccc1O, CN(C)C=O, CNC(=O)C(=NOC)c1ccccc1Oc1ncnc(F)c1F, [H-], [Na+]. Yields the product CNC(=O)C(=NOC)c1ccccc1Oc1ncnc(Oc2ccccc2C)c1F. Reaction SMILES: [CH3:26][c:27]1[cH:28][cH:29][cH:30][cH:31][c:32]1[OH:33].[CH3:34][N:35]([CH3:36])[CH:37]=[O:38].[F:3][c:4]1[c:5]([O:11][c:12]2[c:13]([C:18]([C:19](=[O:20])[NH:21][CH3:22])=[N:23][O:24][CH3:25])[cH:14][cH:15][cH:16][cH:17]2)[n:6][cH:7][n:8][c:9]1[F:10].[H-:1].[Na+:2]>>[F:3][c:4]1[c:5]([O:11][c:12]2[c:13]([C:18]([C:19](=[O:20])[NH:21][CH3:22])=[N:23][O:24][CH3:25])[cH:14][cH:15][cH:16][cH:17]2)[n:6][cH:7][n:8][c:9]1[O:33][c:32]1[c:27]([CH3:26])[cH:28][cH:29][cH:30][cH:31]1.